This data is from the Open Reaction Database (ORD), a public repository of structured organic reaction records. The task is: describe an organic reaction: reactants, conditions, products, and yield Reactants: C(C1=CC=CC=C1)OC(=O)N[C@H](C=O)CC1CCCCC1 (2(S)-benzyloxycarbonylamino-3-cyclohexylpropanal), [H-].[Na+] (sodium hydride), ice, [I-].C[S+](=O)(C)C (trimethylsulphoxonium iodide). Run in C1CCOC1 (THF), petroleum ether, C1CCOC1 (THF). Conditions: time 50 minute. Product: C(C1=CC=CC=C1)OC(=O)N[C@@H](CC1CCCCC1)C1OC1 ((1(S)-benzyloxycarbonylamino-2-cyclohexyl-ethyl)oxirane). Reaction SMILES: [H-].[Na+].[I-].[CH3:4][S+](C)(C)=O.[CH2:9]([O:16][C:17]([NH:19][C@@H:20]([CH2:23][CH:24]1[CH2:29][CH2:28][CH2:27][CH2:26][CH2:25]1)[CH:21]=[O:22])=[O:18])[C:10]1[CH:15]=[CH:14][CH:13]=[CH:12][CH:11]=1>C1COCC1>[CH2:9]([O:16][C:17]([NH:19][C@H:20]([CH:21]1[CH2:4][O:22]1)[CH2:23][CH:24]1[CH2:29][CH2:28][CH2:27][CH2:26][CH2:25]1)=[O:18])[C:10]1[CH:15]=[CH:14][CH:13]=[CH:12][CH:11]=1 |f:0.1,2.3|. Reported procedure: 18.9 g of sodium hydride dispersion (55% in oil) are freed of oil in a dry reaction flask under argon by stirring three times in 50 ml of petroleum ether (b.p. 40°-60°) and subsequently decanting off the solvent each time. After drying under a high vacuum, a grey powder is obtained which is placed in 500 ml of THF; 55.6 g of trimethylsulphoxonium iodide are added thereto, the temperature increasing to approximately 40°. The grey suspension is boiled under reflux for 1 hour and then, within a per...